From a dataset of the Open Reaction Database (ORD), a public repository of structured organic reaction records. describe an organic reaction: reactants, conditions, products, and yield Reactants: COC(CC1=CC(=C(C=C1)O)Cl)=O (3-Chloro-4-hydroxybenzeneacetic acid methyl ester), BrCCCCCCCCCCCCCC (1-bromotetradecane), C([O-])([O-])=O.[K+].[K+] (potassium carbonate). Solvent: CC(=O)C (acetone). Yields the product COC(CC1=CC(=C(C=C1)OCCCCCCCCCCCCCC)Cl)=O (3-Chloro-4-(tetradecyloxy)benzeneacetic acid methyl ester). The yield is 86.2%. Reaction SMILES: [CH3:1][O:2][C:3](=[O:13])[CH2:4][C:5]1[CH:10]=[CH:9][C:8]([OH:11])=[C:7]([Cl:12])[CH:6]=1.Br[CH2:15][CH2:16][CH2:17][CH2:18][CH2:19][CH2:20][CH2:21][CH2:22][CH2:23][CH2:24][CH2:25][CH2:26][CH2:27][CH3:28].C(=O)([O-])[O-].[K+].[K+]>CC(C)=O>[CH3:1][O:2][C:3](=[O:13])[CH2:4][C:5]1[CH:10]=[CH:9][C:8]([O:11][CH2:28][CH2:27][CH2:26][CH2:25][CH2:24][CH2:23][CH2:22][CH2:21][CH2:20][CH2:19][CH2:18][CH2:17][CH2:16][CH3:15])=[C:7]([Cl:12])[CH:6]=1 |f:2.3.4|. Procedure details: A mixture of 45 g of product from Example 62, 62.2 g of 1-bromotetradecane, 58.9 g of powdered potassium carbonate and 500 ml of acetone is heated at reflux temperature for 51 hours. The cooled solution is filtered and concentrated in vacuo. The residue is dissolved in methylene chloride, washed with 2% sodium bicarbonate and saturated sodium chloride, dried and concentrated in vacuo. The residue is purified by column chromatography (silica gel:5% ethyl acetate) and recrystallized from hexane to... Starting materials: [N+](=O)([O-])C1=CC=C(C=C1)S(=O)(=O)Cl (p-nitrobenzenesulfonyl chloride), C(CC)C=1C=C(C=C(C1)CCC)N1CCNCC1 (1-(3,5-dipropylphenyl)-piperazine). Run in C(C)N(CC)CC (triethylamine). Product: [N+](=O)([O-])C1=CC=C(C=C1)S(=O)(=O)N1CCN(CC1)C1=CC(=CC(=C1)CCC)CCC (1-[(p-nitrophenyl)sulfonyl]-4-(3,5-dipropylphenyl)piperazine). As a reaction SMILES: [N+:1]([C:4]1[CH:9]=[CH:8][C:7]([S:10](Cl)(=[O:12])=[O:11])=[CH:6][CH:5]=1)([O-:3])=[O:2].[CH2:14]([C:17]1[CH:18]=[C:19]([N:26]2[CH2:31][CH2:30][NH:29][CH2:28][CH2:27]2)[CH:20]=[C:21]([CH2:23][CH2:24][CH3:25])[CH:22]=1)[CH2:15][CH3:16]>C(N(CC)CC)C>[N+:1]([C:4]1[CH:9]=[CH:8][C:7]([S:10]([N:29]2[CH2:30][CH2:31][N:26]([C:19]3[CH:20]=[C:21]([CH2:23][CH2:24][CH3:25])[CH:22]=[C:17]([CH2:14][CH2:15][CH3:16])[CH:18]=3)[CH2:27][CH2:28]2)(=[O:12])=[O:11])=[CH:6][CH:5]=1)([O-:3])=[O:2]. Procedure: In the manner given in Example 1A, p-nitrobenzenesulfonyl chloride, 1-(3,5-dipropylphenyl)-piperazine and triethylamine are stirred at reflux to give 1-[(p-nitrophenyl)sulfonyl]-4-(3,5-dipropylphenyl)piperazine.